Task: describe an organic reaction: reactants, conditions, products, and yield. Dataset: the Open Reaction Database (ORD), a public repository of structured organic reaction records Reactants: solution, CNC (dimethylamine), CS(=O)(=O)CCCCCC(=O)OCC (Ethyl 6-(methanesulfonyl)hexanoate). The solvent is C(C)O (ethanol). Yields the product CN(CCCCCC(=O)OCC)C (Ethyl 6-(Dimethylamino)Hexanoate). As a reaction SMILES: CS([CH2:5][CH2:6][CH2:7][CH2:8][CH2:9][C:10]([O:12][CH2:13][CH3:14])=[O:11])(=O)=O.[CH3:15][NH:16][CH3:17]>C(O)C>[CH3:15][N:16]([CH3:17])[CH2:5][CH2:6][CH2:7][CH2:8][CH2:9][C:10]([O:12][CH2:13][CH3:14])=[O:11]. Reported procedure: Ethyl 6-(methanesulfonyl)hexanoate was allowed to react in a 5.6M solution of dimethylamine in ethanol (100 mL) for 17 hours. The solution was then concentrated in vacuo to dryness. The resulting bright orange paste was purified by column chromatography (column 5″L×2″W; eluted with a gradient of 100% dichloromethane→1%/0.25%→2%/0.5% MeOH/NH4OH in dichloromethane) to afford the product as a yellow oil. The reactants are O (Water), ClC=1C=C2CCC(C2=CC1)OC1=CC=C(C=C1)CCC(=O)O (4-[(5-chloro-2,3-dihydro-1H-inden-1-yl)oxy]benzenepropanoic acid), CS(=O)(=O)N (methanesulfonamide), N,N-dimethylaminopyridine, Cl.C(C)N=C=NCCCN(C)C (1-ethyl-3-(3-dimethylaminopropyl)carbodiimide hydrochloride). Run in ClCCl (dichloromethane). Conditions: time 15 hour. Product: ClC=1C=C2CCC(C2=CC1)OC1=CC=C(C=C1)CCC(=O)NS(=O)(=O)C (4-[(5-chloro-2,3-dihydro-1H-inden-1-yl)oxy]-N-(methylsulfonyl)benzenepropanamide). Isolated yield 26.7%. Reaction SMILES: [Cl:1][C:2]1[CH:3]=[C:4]2[C:8](=[CH:9][CH:10]=1)[CH:7]([O:11][C:12]1[CH:17]=[CH:16][C:15]([CH2:18][CH2:19][C:20]([OH:22])=O)=[CH:14][CH:13]=1)[CH2:6][CH2:5]2.[CH3:23][S:24]([NH2:27])(=[O:26])=[O:25].Cl.C(N=C=NCCCN(C)C)C.O>ClCCl>[Cl:1][C:2]1[CH:3]=[C:4]2[C:8](=[CH:9][CH:10]=1)[CH:7]([O:11][C:12]1[CH:17]=[CH:16][C:15]([CH2:18][CH2:19][C:20]([NH:27][S:24]([CH3:23])(=[O:26])=[O:25])=[O:22])=[CH:14][CH:13]=1)[CH2:6][CH2:5]2 |f:2.3|. Reported procedure: To a solution of 4-[(5-chloro-2,3-dihydro-1H-inden-1-yl)oxy]benzenepropanoic acid (0.3 g, 0.95 mmol) in dichloromethane (10 mL) were added methanesulfonamide (90 mg, 0.95 mmol), N,N-dimethylaminopyridine (0.12 g, 0.95 mmol) and 1-ethyl-3-(3-dimethylaminopropyl)carbodiimide hydrochloride (0.17 mL, 0.95 mmol), and the mixture was stirred at room temperature for 15 hrs. Water was added to the reaction mixture, and the mixture was extracted with ethyl acetate. The extract was washed with water, conc... Starting materials: CC1(CC2=C(C(N1)=O)SC(=N2)N2CCOC1=C2C=C(C=C1)B1OC(C(O1)(C)C)(C)C)C (6,6-Dimethyl-2-[6-(4,4,5,5-tetramethyl-[1,3,2]dioxaborolan-2-yl)-2,3-dihydro-4H-1,4-benzoxazin-4-yl]-6,7-dihydro[1,3]thiazolo[5,4-c]pyridin-4(5H)-one), C([O-])([O-])=O.[Na+].[Na+] (sodium carbonate), IC1=NC=CN=C1 (iodopyrazine), tetrakis-(triphenylphosphine)palladium(0). The reagents and catalysts are [Br-].C(CCC)[N+](CCCC)(CCCC)CCCC (tetra-n-butylammonium bromide). Run in C1CCOC1 (THF), O (water). Reaction conditions: temperature 120 celsius. Yields the product CC1(CC2=C(C(N1)=O)SC(=N2)N2CCOC1=C2C=C(C=C1)C1=NC=CN=C1)C (6,6-Dimethyl-2-(6-(pyrazin-2-yl)-2,3-dihydro-4H-1,4-benzoxazin-4-yl)-6,7-dihydro[1,3]thiazolo[5,4-c]pyridin-4(5H)-one). The yield is 7.5%. As a reaction SMILES: [CH3:1][C:2]1([CH3:31])[NH:7][C:6](=[O:8])[C:5]2[S:9][C:10]([N:12]3[C:17]4[CH:18]=[C:19](B5OC(C)(C)C(C)(C)O5)[CH:20]=[CH:21][C:16]=4[O:15][CH2:14][CH2:13]3)=[N:11][C:4]=2[CH2:3]1.C(=O)([O-])[O-].[Na+].[Na+].I[C:39]1[CH:44]=[N:43][CH:42]=[CH:41][N:40]=1>C1COCC1.O.[Br-].C([N+](CCCC)(CCCC)CCCC)CCC>[CH3:1][C:2]1([CH3:31])[NH:7][C:6](=[O:8])[C:5]2[S:9][C:10]([N:12]3[C:17]4[CH:18]=[C:19]([C:39]5[CH:44]=[N:43][CH:42]=[CH:41][N:40]=5)[CH:20]=[CH:21][C:16]=4[O:15][CH2:14][CH2:13]3)=[N:11][C:4]=2[CH2:3]1 |f:1.2.3,7.8|. Reported procedure: To a solution of Example 292 (60 mg, 0.167 mol) in THF (3 mL) and water (1 mL) was added tetra-n-butylammonium bromide (107 mg, 0.334 mmol), sodium carbonate (36 mg, 0.334 mmol), iodopyrazine (69 mg, 0.509 mmol) and tetrakis-(triphenylphosphine)palladium(0) (19 mg, 0.017 mmol). The reaction was heated at 120° C. under microwave irradiation for 20 minutes. The resulting mixture was partitioned between DCM (50 mL) and water (50 mL); the organic phase was washed with brine (50 mL), dried (MgSO4), a... The reactants are COc1ccc2cc(Br)ccc2c1, C1CCOC1, CC(=O)O, I, [Mg], CN(C)C=O. As a reaction SMILES: [Br:1][c:2]1[cH:3][c:4]2[cH:5][cH:6][c:7]([O:12][CH3:13])[cH:8][c:9]2[cH:10][cH:11]1.[CH2:20]1[O:21][CH2:22][CH2:23][CH2:24]1.[CH3:16][C:17]([OH:18])=[O:19].[I:15].[Mg:14].[O:25]=[CH:26][N:27]([CH3:28])[CH3:29]>>[c:2]1([CH:17]=[O:18])[cH:3][c:4]2[cH:5][cH:6][c:7]([O:12][CH3:13])[cH:8][c:9]2[cH:10][cH:11]1. Yields the product COc1ccc2cc(C=O)ccc2c1. The reactants are suspension, Cl.N[C@@H](CO)C(=O)OC (methyl L-serinate hydrochloride), C1(CCCCC1)N=C=NC1CCCCC1 (dicyclohexylcarbodiimide), solution, C(C1=CC=CC=C1)ONC(CC1=CNC2=CC=CC=C12)C(=O)O (N-benzyloxy-DL-tryptophane), ON1C(CCC1=O)=O (N-hydroxysuccinimide). Run in O1CCOCC1 (dioxane), C(C)N(CC)CC (triethylamine), C(C)(=O)OCC (ethyl acetate), O1CCOCC1 (dioxane). Conditions: time 2 hour. Product: C(C1=CC=CC=C1)ONC(CC1=CNC2=CC=CC=C12)C(=O)N[C@@H](CO)C(=O)OC (methyl (N-benzyloxy-DL-tryptophyl)-L-serinate). The yield is 88.2%. Reaction SMILES: C1(N=C=NC2CCCCC2)CCCCC1.[CH2:16]([O:23][NH:24][CH:25]([C:36]([OH:38])=O)[CH2:26][C:27]1[C:35]2[C:30](=[CH:31][CH:32]=[CH:33][CH:34]=2)[NH:29][CH:28]=1)[C:17]1[CH:22]=[CH:21][CH:20]=[CH:19][CH:18]=1.ON1C(=O)CCC1=O.Cl.[NH2:48][C@H:49]([C:52]([O:54][CH3:55])=[O:53])[CH2:50][OH:51]>O1CCOCC1.C(OCC)(=O)C.C(N(CC)CC)C>[CH2:16]([O:23][NH:24][CH:25]([C:36]([NH:48][C@H:49]([C:52]([O:54][CH3:55])=[O:53])[CH2:50][OH:51])=[O:38])[CH2:26][C:27]1[C:35]2[C:30](=[CH:31][CH:32]=[CH:33][CH:34]=2)[NH:29][CH:28]=1)[C:17]1[CH:18]=[CH:19][CH:20]=[CH:21][CH:22]=1 |f:3.4|. Reported procedure: 1.24 g of dicyclohexylcarbodiimide was added to 30 ml Of a solution of 1.77 g of N-benzyloxy-DL-tryptophane and 0.70 g of N-hydroxysuccinimide in anhydrous dioxane, with ice-cooling. The mixture was stirred at room temperature for 2 hours. The reaction mixture was filtered to remove the insoluble materials, whereby a light brown solution was obtained. Separately, 0.8 ml of triethylamine was added to 20 ml of a suspension of 0.89 g of methyl L-serinate hydrochloride in anhydrous dioxane. The mixt... Reactants: C1(=CC=CC=C1)S(=O)(=O)N1C(N(C(C1)C(=O)O)C1CCCCC1)=O ((RS)-1-benzenesulfonyl-3-cyclohexyl-2-oxo-imidazolidine-4-carboxylic acid), C1CN(CCN1)C2=C(C=CC=N2)C#N (1-(2-(3-cyanopyridyl))piperazine). Yields the product C1(=CC=CC=C1)S(=O)(=O)N1C(N(C(C1)C(=O)N1CCN(CC1)C1=C(C#N)C=CC=N1)C1CCCCC1)=O ((RS)-2-[4-(1-Benzenesulfonyl-3-cyclohexyl-2-oxo-imidazolidine-4-carbonyl)-piperazin-1-yl]-nicotinonitrile). RXN SMILES: [C:1]1([S:7]([N:10]2[CH2:14][CH:13]([C:15]([OH:17])=O)[N:12]([CH:18]3[CH2:23][CH2:22][CH2:21][CH2:20][CH2:19]3)[C:11]2=[O:24])(=[O:9])=[O:8])[CH:6]=[CH:5][CH:4]=[CH:3][CH:2]=1.[CH2:25]1[NH:30][CH2:29][CH2:28][N:27]([C:31]2[N:36]=[CH:35][CH:34]=[CH:33][C:32]=2[C:37]#[N:38])[CH2:26]1>>[C:1]1([S:7]([N:10]2[CH2:14][CH:13]([C:15]([N:30]3[CH2:29][CH2:28][N:27]([C:31]4[N:36]=[CH:35][CH:34]=[CH:33][C:32]=4[C:37]#[N:38])[CH2:26][CH2:25]3)=[O:17])[N:12]([CH:18]3[CH2:19][CH2:20][CH2:21][CH2:22][CH2:23]3)[C:11]2=[O:24])(=[O:8])=[O:9])[CH:6]=[CH:5][CH:4]=[CH:3][CH:2]=1. Procedure: In analogy to example 1, (RS)-1-benzenesulfonyl-3-cyclohexyl-2-oxo-imidazolidine-4-carboxylic acid (example 39, step 4) was coupled with 1-(2-(3-cyanopyridyl))piperazine to give the title compound as a colorless solid. MS: 523.3 ([M+H]+) Starting materials: ClC1=NC=CC(=C1)N (2-chloro-4-aminopyridine), N1CCCC1 (pyrrolidine). Run at temperature 200 celsius. Product: N1(CCCC1)C1=NC=CC(=C1)N (2-(pyrrolidin-1-yl)pyridin-4-amine). Yield: 79.0%. RXN SMILES: Cl[C:2]1[CH:7]=[C:6]([NH2:8])[CH:5]=[CH:4][N:3]=1.[NH:9]1[CH2:13][CH2:12][CH2:11][CH2:10]1>>[N:9]1([C:2]2[CH:7]=[C:6]([NH2:8])[CH:5]=[CH:4][N:3]=2)[CH2:13][CH2:12][CH2:11][CH2:10]1. Reported procedure: A mixture of 2-chloro-4-aminopyridine 109 (2.29 g, 17.8 mmol) and pyrrolidine 68 (5.0 mL) was heated at 200° C. in a microwave reactor for 10 min. After cooling to room temperature, the solid was filtered and washed with dichloromethane (10 mL×3). The filter cake was dissolved in aqueous K2CO3 and extracted with CH2Cl2 (40 mL×3). The combined organic layers were dried over Na2SO4 and concentrated to obtain 110 (2.30 g, 79% yield). The reactants are ClC1=NC=CC(=C1)C1=C(C(N(C(=N1)SC)C)=O)C1=CC(=CC=C1)C(F)(F)F (6-(2-chloro-4-pyridyl)-3-methyl-2-methylthio-5-(3-(trifluoromethyl)-phenyl)-(3H)-pyrimidin-4-one), O=P(Cl)(Cl)Cl (POCl3), C(C)(C)N(CC)C(C)C (diisopropylethylamine), crude intermediate, SiO2. The solvent is CCOC(=O)C (EtOAc). Product: ClC1=NC(=NC(=C1C1=CC(=CC=C1)C(F)(F)F)C1=CC(=NC=C1)Cl)SC (4-Chloro-6-(2-chloro-4-pyridyl)-2-methylthio-5-(3-(trifluoromethyl)-phenyl)pyrimidine). As a reaction SMILES: [Cl:1][C:2]1[CH:7]=[C:6]([C:8]2[N:13]=[C:12]([S:14][CH3:15])[N:11](C)[C:10](=O)[C:9]=2[C:18]2[CH:23]=[CH:22][CH:21]=[C:20]([C:24]([F:27])([F:26])[F:25])[CH:19]=2)[CH:5]=[CH:4][N:3]=1.O=P(Cl)(Cl)[Cl:30].C(N(C(C)C)CC)(C)C>CCOC(C)=O>[Cl:30][C:10]1[C:9]([C:18]2[CH:23]=[CH:22][CH:21]=[C:20]([C:24]([F:27])([F:26])[F:25])[CH:19]=2)=[C:8]([C:6]2[CH:5]=[CH:4][N:3]=[C:2]([Cl:1])[CH:7]=2)[N:13]=[C:12]([S:14][CH3:15])[N:11]=1. Reported procedure: 6-(2-chloro-4-pyridyl)-3-methyl-2-methylthio-5-(3-(trifluoromethyl)-phenyl)-(3H)-pyrimidin-4-one (2.05 g, 5 mmol), POCl3 (3.05 g, 20 mmol), and diisopropylethylamine (2.58 g, 20 mmol) in a 50-ml r.b.flask with a stir bar was stirred at 120° C. for 16 h. The reaction was cooled to RT, 20 ml of EtOAc and 5 g of SiO2 gel were added into the cooled solution, then solvents were evaporated in vacuo at 40° C. The brown solid was placed on a cake of SiO2 gel (˜20 g) and washed by 200 ml of 30% EtOAc in ...